Dataset: the Open Reaction Database (ORD), a public repository of structured organic reaction records. Task: describe an organic reaction: reactants, conditions, products, and yield Starting materials: F[B-](F)(F)F, O=C(O)c1cc(Br)cc2cc[nH]c12, CC(C)(C)c1ccc(CNCCc2cccc(C(F)(F)F)c2)cc1, CN1CCOCC1, CN(C)C=O, O, CN(C)C(On1nnc2ccccc21)=[N+](C)C. Product: CC(C)(C)c1ccc(CN(CCc2cccc(C(F)(F)F)c2)C(=O)c2cc(Br)cc3cc[nH]c23)cc1. RXN SMILES: [B-:45]([F:46])([F:47])([F:48])[F:49].[Br:1][c:2]1[cH:3][c:4]2[cH:5][cH:6][nH:7][c:8]2[c:9]([C:11](=[O:12])[OH:13])[cH:10]1.[C:14]([CH3:15])([CH3:16])([CH3:17])[c:18]1[cH:19][cH:20][c:21]([CH2:22][NH:23][CH2:24][CH2:25][c:26]2[cH:27][c:28]([C:32]([F:33])([F:34])[F:35])[cH:29][cH:30][cH:31]2)[cH:36][cH:37]1.[CH3:38][N:39]1[CH2:40][CH2:41][O:42][CH2:43][CH2:44]1.[O:67]=[CH:68][N:69]([CH3:70])[CH3:71].[OH2:72].[n:50]1([O:51][C:52]([N:53]([CH3:54])[CH3:55])=[N+:56]([CH3:57])[CH3:58])[c:59]2[cH:60][cH:61][cH:62][cH:63][c:64]2[n:65][n:66]1>>[Br:1][c:2]1[cH:3][c:4]2[cH:5][cH:6][nH:7][c:8]2[c:9]([C:11](=[O:13])[N:23]([CH2:22][c:21]2[cH:20][cH:19][c:18]([C:14]([CH3:15])([CH3:16])[CH3:17])[cH:37][cH:36]2)[CH2:24][CH2:25][c:26]2[cH:27][c:28]([C:32]([F:33])([F:34])[F:35])[cH:29][cH:30][cH:31]2)[cH:10]1.